Dataset: the Open Reaction Database (ORD), a public repository of structured organic reaction records. Task: describe an organic reaction: reactants, conditions, products, and yield The reactants are ClC=1C=C(C=CC1Cl)C(C)(C)C1=CNC(N1C1=CC=C(C=C1)F)=S (5-(2-(3,4-dichlorophenyl)propan-2-yl)-1-(4-fluorophenyl)-1H-imidazole-2(3H)-thione), BrCC1=C(C=C(C#N)C=C1F)F (4-(bromomethyl)-3,5-difluorobenzonitrile), C(=O)([O-])[O-].[K+].[K+] (K2CO3). Run in CC(=O)C (acetone). Run at temperature 56 celsius, time 4 hour. The product is ClC=1C=C(C=CC1Cl)C(C)(C)C1=CN=C(N1C1=CC=C(C=C1)F)SCC1=C(C=C(C#N)C=C1F)F (4-((5-(2-(3,4-dichlorophenyl)propan-2-yl)-1-(4-fluorophenyl)-1H-imidazol-2-ylthio)methyl)-3,5-difluorobenzonitrile). Isolated yield 8.4%. As a reaction SMILES: [Cl:1][C:2]1[CH:3]=[C:4]([C:9]([C:12]2[N:16]([C:17]3[CH:22]=[CH:21][C:20]([F:23])=[CH:19][CH:18]=3)[C:15](=[S:24])[NH:14][CH:13]=2)([CH3:11])[CH3:10])[CH:5]=[CH:6][C:7]=1[Cl:8].Br[CH2:26][C:27]1[C:34]([F:35])=[CH:33][C:30]([C:31]#[N:32])=[CH:29][C:28]=1[F:36].C([O-])([O-])=O.[K+].[K+]>CC(C)=O>[Cl:1][C:2]1[CH:3]=[C:4]([C:9]([C:12]2[N:16]([C:17]3[CH:18]=[CH:19][C:20]([F:23])=[CH:21][CH:22]=3)[C:15]([S:24][CH2:26][C:27]3[C:28]([F:36])=[CH:29][C:30]([C:31]#[N:32])=[CH:33][C:34]=3[F:35])=[N:14][CH:13]=2)([CH3:11])[CH3:10])[CH:5]=[CH:6][C:7]=1[Cl:8] |f:2.3.4|. Procedure: A mixture of 5-(2-(3,4-dichlorophenyl)propan-2-yl)-1-(4-fluorophenyl)-1H-imidazole-2(3H)-thione (760 mg, 2 mmol), 4-(bromomethyl)-3,5-difluorobenzonitrile (464 mg, 2 mmol) and K2CO3 (414 mg, 3 mmol) in acetone (10 mL) was stirred at 56° C. for 4 h. After cooling, the solids were removed by filtration and rinsed with acetone. The combined filtrates were concentrated and purified by flash chromatography, eluting with EtOAc-Hexane (1:1) to afford the title compound (89 mg). 1H NMR (400 MHz, CDCl3) ...